From a dataset of the Open Reaction Database (ORD), a public repository of structured organic reaction records. describe an organic reaction: reactants, conditions, products, and yield The reactants are COC1=C(C=C(C=C1)OC)C(CN1N=C(C=C1C(=O)OCC)C=1C=NC=CC1)=O (ethyl 1-(2-(2,5-dimethoxyphenyl)-2-oxoethyl)-3-(pyridin-3-yl)-1H-pyrazole-5-carboxylate), C[Si](C1=NNC(=C1)C(=O)OCC)(C)C (ethyl 3-(trimethylsilyl)-1H-pyrazole-5-carboxylate), BrCC(=O)C1=C(C=CC(=C1)OC)OC (2-bromo-1-(2,5-dimethoxyphenyl)ethanone). The product is COC1=C(C=C(C=C1)OC)C(CN1N=C(C=C1C(=O)OCC)C1=NC=CC=C1)=O (Ethyl 1-(2-(2,5-dimethoxyphenyl)-2-oxoethyl)-3-(pyridin-2-yl)-1H-pyrazole-5-carboxylate). As a reaction SMILES: [CH3:1][O:2][C:3]1[CH:8]=[CH:7][C:6]([O:9][CH3:10])=[CH:5][C:4]=1[C:11](=[O:29])[CH2:12][N:13]1[C:17]([C:18]([O:20][CH2:21][CH3:22])=[O:19])=[CH:16][C:15](C2C=NC=CC=2)=[N:14]1.C[Si](C)(C)[C:32]1[CH:36]=[C:35]([C:37](OCC)=O)N[N:33]=1.Br[CH2:45]C(C1C=C(OC)C=CC=1OC)=O>>[CH3:1][O:2][C:3]1[CH:8]=[CH:7][C:6]([O:9][CH3:10])=[CH:5][C:4]=1[C:11](=[O:29])[CH2:12][N:13]1[C:17]([C:18]([O:20][CH2:21][CH3:22])=[O:19])=[CH:16][C:15]([C:45]2[CH:37]=[CH:35][CH:36]=[CH:32][N:33]=2)=[N:14]1. Reported procedure: This compound was made in an analogous fashion to ethyl 1-(2-(2,5-dimethoxyphenyl)-2-oxoethyl)-3-(pyridin-3-yl)-1H-pyrazole-5-carboxylate using ethyl 3-(trimethylsilyl)-1H-pyrazole-5-carboxylate and 2-bromo-1-(2,5-dimethoxyphenyl)ethanone (purchased from Aldrich). 1H-NMR δ 8.65 (dt, 1H), 7.94 (d, 1H), 7.72 (dd, 1H), 7.57 (s, 1H), 7.47 (d, 1H), 7.22 (dd, 1H), 7.13 (dd, 1H), 6.98 (s, 1H), 6.05 (s, 2H), 4.28 (q, 2H), 3.98 (s, 3H), 3.78 (s, 3H), 1.33 (t, 3H). Calculated mass for C21H21N3O5, 395.15, ...